This data is from the Open Reaction Database (ORD), a public repository of structured organic reaction records. The task is: describe an organic reaction: reactants, conditions, products, and yield Starting materials: C1(=CC=CC=C1)CCOC1=CC=C(C=C1)C=C1C(NC(S1)=O)=O (5-[4-(2-phenylethoxy)phenylmethylene]-2,4-thiazolidinedione), ClCC#N (chloroacetonitrile), ice water, Example 4, [H-].[Na+] (NaH). Run in CN(C)C=O (DMF). Run at time 10 minute. The product is O=C1SC(C(N1CC#N)=O)=CC1=CC=C(C=C1)OCCC1=CC=CC=C1 (2,4-Dioxo-5-[4-(2-phenylethoxy)phenylmethylene]-3-thiazolidineacetonitrile). As a reaction SMILES: [C:1]1([CH2:7][CH2:8][O:9][C:10]2[CH:15]=[CH:14][C:13]([CH:16]=[C:17]3[S:21][C:20](=[O:22])[NH:19][C:18]3=[O:23])=[CH:12][CH:11]=2)[CH:6]=[CH:5][CH:4]=[CH:3][CH:2]=1.[H-].[Na+].Cl[CH2:27][C:28]#[N:29]>CN(C=O)C>[O:22]=[C:20]1[N:19]([CH2:27][C:28]#[N:29])[C:18](=[O:23])[C:17](=[CH:16][C:13]2[CH:14]=[CH:15][C:10]([O:9][CH2:8][CH2:7][C:1]3[CH:6]=[CH:5][CH:4]=[CH:3][CH:2]=3)=[CH:11][CH:12]=2)[S:21]1 |f:1.2|. Procedure: A solution of 5-[4-(2-phenylethoxy)phenylmethylene]-2,4-thiazolidinedione Example 4 (1.0 g, 3.07 mmol) in 25 ml dry DMF was treated with NaH (0.1 g, 4.2 mmol) and stirred at room temperature for 10 min. The mixture was treated with chloroacetonitrile (0.3 g, 4 mmol) and stirred at room temperature for 24 h. The mixture was poured into 500 ml ice water, and the resulting tan solid was collected by filtration, washed with water, and dried to give the desired product in 75% (1.0 g) yield; mp 155-15... Reactants: CC(C)(C)N, CCCCCC, [Li]CCCC, Cc1cc2c(s1)C([Si](C)(C)Cl)c1ccccc1-2. Product: Cc1cc2c(s1)C([Si](C)(C)NC(C)(C)C)c1ccccc1-2. Reaction SMILES: [CH3:1][C:2]([CH3:3])([CH3:4])[NH2:5].[CH3:28][CH2:29][CH2:30][CH2:31][CH2:32][CH3:33].[CH3:6][CH2:7][CH2:8][CH2:9][Li:10].[Cl:11][Si:12]([CH:13]1[c:14]2[cH:15][cH:16][cH:17][cH:18][c:19]2-[c:20]2[c:21]1[s:22][c:23]([CH3:25])[cH:24]2)([CH3:26])[CH3:27]>>[CH3:1][C:2]([CH3:3])([CH3:4])[NH:5][Si:12]([CH:13]1[c:14]2[cH:15][cH:16][cH:17][cH:18][c:19]2-[c:20]2[c:21]1[s:22][c:23]([CH3:25])[cH:24]2)([CH3:26])[CH3:27].